This data is from the Open Reaction Database (ORD), a public repository of structured organic reaction records. The task is: describe an organic reaction: reactants, conditions, products, and yield Starting materials: O=C([O-])[O-], N#CN=C1NCCN1Cc1ccccc1, Cc1nc(Br)sc1C(=O)NCc1ccccc1, CN(C)C=O, NC1CCCCC1N, [Cu]I, [K+], [K+]. Yields the product Cc1nc(N2CCN(Cc3ccccc3)C2=NC#N)sc1C(=O)NCc1ccccc1. As a reaction SMILES: [C:41](=[O:42])([O-:43])[O-:44].[CH2:18]([c:19]1[cH:20][cH:21][cH:22][cH:23][cH:24]1)[N:25]1[C:26](=[N:30][C:31]#[N:32])[NH:27][CH2:28][CH2:29]1.[CH2:1]([c:2]1[cH:3][cH:4][cH:5][cH:6][cH:7]1)[NH:8][C:9](=[O:10])[c:11]1[c:12]([CH3:17])[n:13][c:14]([Br:16])[s:15]1.[CH3:47][N:48]([CH3:49])[CH:50]=[O:51].[CH:33]1([NH2:34])[CH2:35][CH2:36][CH2:37][CH2:38][CH:39]1[NH2:40].[Cu:52][I:53].[K+:45].[K+:46]>>[CH2:1]([c:2]1[cH:3][cH:4][cH:5][cH:6][cH:7]1)[NH:8][C:9](=[O:10])[c:11]1[c:12]([CH3:17])[n:13][c:14]([N:27]2[C:26](=[N:30][C:31]#[N:32])[N:25]([CH2:18][c:19]3[cH:20][cH:21][cH:22][cH:23][cH:24]3)[CH2:29][CH2:28]2)[s:15]1.